Dataset: the Open Reaction Database (ORD), a public repository of structured organic reaction records. Task: describe an organic reaction: reactants, conditions, products, and yield Procedure details: Prepared according to procedure P1.4 in Example 1A using rac-(1R*,2R*,4R*)-2-(3-{[2-(2-hydroxy-5-phenyl-bicyclo[2.2.2]oct-5-en-2-yl)-ethyl]-methyl-amino}-propyl)-3H-benzoimidazol-4-ol and 5 eq. of isobutyryl chloride. Starting materials: OC1(C2C=C(C(C1)CC2)C2=CC=CC=C2)CCN(CCCC=2NC1=C(N2)C=CC=C1O)C (rac-(1R*,2R*,4R*)-2-(3-{[2-(2-hydroxy-5-phenyl-bicyclo[2.2.2]oct-5-en-2-yl)-ethyl]-methyl-amino}-propyl)-3H-benzoimidazol-4-ol), C(C(C)C)(=O)Cl (isobutyryl chloride). The product is C(C(C)C)(=O)OC1=CC=CC2=C1NC(=N2)CCCN(CC[C@]2([C@H]1C=C([C@@H](C2)CC1)C1=CC=CC=C1)OC(C(C)C)=O)C (rac-Isobutyric acid (1R*,2R*,4R*)-2-(2-{[3-(7-isobutyryloxy-1H-benzoimidazol-2-yl)-propyl]-methyl-amino}-ethyl)-5-phenyl-bicyclo[2.2.2]oct-5-en-2-yl ester). Reaction SMILES: [OH:1][C:2]1([CH2:16][CH2:17][N:18]([CH3:32])[CH2:19][CH2:20][CH2:21][C:22]2[NH:23][C:24]3[C:30]([OH:31])=[CH:29][CH:28]=[CH:27][C:25]=3[N:26]=2)[CH2:7][CH:6]2[CH2:8][CH2:9][CH:3]1[CH:4]=[C:5]2[C:10]1[CH:15]=[CH:14][CH:13]=[CH:12][CH:11]=1.[C:33](Cl)(=[O:37])[CH:34]([CH3:36])[CH3:35]>>[C:33]([O:31][C:30]1[C:24]2[NH:23][C:22]([CH2:21][CH2:20][CH2:19][N:18]([CH3:32])[CH2:17][CH2:16][C@:2]3([O:1][C:2](=[O:1])[CH:3]([CH3:9])[CH3:4])[CH2:7][C@H:6]4[CH2:8][CH2:9][C@@H:3]3[CH:4]=[C:5]4[C:10]3[CH:11]=[CH:12][CH:13]=[CH:14][CH:15]=3)=[N:26][C:25]=2[CH:27]=[CH:28][CH:29]=1)(=[O:37])[CH:34]([CH3:36])[CH3:35]. Starting materials: CCOP(=O)(CC#N)OCC, COCCOC, O=Cc1cn(C(c2ccccc2)(c2ccccc2)c2ccccc2)c(F)n1, [H-], [Na+], CN(C)C=O. Yields the product N#CC=Cc1cn(C(c2ccccc2)(c2ccccc2)c2ccccc2)c(F)n1. As a reaction SMILES: [C:1](#[N:2])[CH2:3][P:4](=[O:5])([O:6][CH2:7][CH3:8])[O:9][CH2:10][CH3:11].[CH2:46]([CH2:47][O:48][CH3:49])[O:50][CH3:51].[F:19][c:20]1[n:21]([C:27]([c:28]2[cH:29][cH:30][cH:31][cH:32][cH:33]2)([c:34]2[cH:35][cH:36][cH:37][cH:38][cH:39]2)[c:40]2[cH:41][cH:42][cH:43][cH:44][cH:45]2)[cH:22][c:23]([CH:25]=[O:26])[n:24]1.[H-:12].[Na+:13].[O:14]=[CH:15][N:16]([CH3:17])[CH3:18]>>[C:1](#[N:2])[CH:3]=[CH:25][c:23]1[cH:22][n:21]([C:27]([c:28]2[cH:29][cH:30][cH:31][cH:32][cH:33]2)([c:34]2[cH:35][cH:36][cH:37][cH:38][cH:39]2)[c:40]2[cH:41][cH:42][cH:43][cH:44][cH:45]2)[c:20]([F:19])[n:24]1. The reactants are C(C)(=O)NC(CSC(C)=O)=O (N-acetyl-2-(acetylthio) acetamide), C(C1=CC=CC=C1)Cl (benzyl chloride), [H-].[Na+] (sodium hydride), [H][H] (hydrogen). Run in CN(C=O)C (dimethylformamide). Product: C(C)(=O)NC(CSCC1=CC=CC=C1)=O (N-acetyl-2-(benzylthio) acetamide). As a reaction SMILES: [C:1]([NH:4][C:5](=[O:11])[CH2:6][S:7][C:8](=O)[CH3:9])(=[O:3])[CH3:2].[H-].[Na+].[H][H].C(Cl)[C:17]1[CH:22]=[CH:21]C=[CH:19][CH:18]=1>CN(C)C=O>[C:1]([NH:4][C:5](=[O:11])[CH2:6][S:7][CH2:8][C:9]1[CH:21]=[CH:22][CH:17]=[CH:18][CH:19]=1)(=[O:3])[CH3:2] |f:1.2|. Procedure: To a solution of 1.75 g. (0.01 mole) of N-acetyl-2-(acetylthio) acetamide in 20 ml. of dimethylformamide was added 0.5 g. of 50% sodium hydride. After evolution of hydrogen stopped, there was added 1.5 ml. of benzyl chloride and the reaction mixture was heated on a steam bath for 4 hours. The product was chromatographed by thin layer chromatography eluting with 40% ethylacetate/hexane, then 15 g. of silica gel was added and the product was stripped in vacuo. The prepack was chromatographed on 20... The reactants are COC1=CC=C(CN(C2=NC=C(C=N2)C=2C3=C(N=C(N2)N2CCOCC2)NCC3)CC3=CC=C(C=C3)OC)C=C1 (bis-(4-methoxy-benzyl)-[5-(2-morpholin-4-yl-6,7-dihydro-5H-pyrrolo[2,3-d]pyrimidin-4-yl)-pyrimidin-2-yl]-amine), BrC1=C(C=CC=C1)C (1-bromo-2-methyl-benzene). Product: COC1=CC=C(CN(C2=NC=C(C=N2)C=2C3=C(N=C(N2)N2CCOCC2)N(CC3)C3=C(C=CC=C3)C)CC3=CC=C(C=C3)OC)C=C1 (bis-(4-methoxy-benzyl)-[5-(2-morpholin-4-yl-7-o-tolyl-6,7-dihydro-5H-pyrrolo[2,3-d]pyrimidin-4-yl)-pyrimidin-2-yl]-amine). Reaction SMILES: [CH3:1][O:2][C:3]1[CH:40]=[CH:39][C:6]([CH2:7][N:8]([CH2:30][C:31]2[CH:36]=[CH:35][C:34]([O:37][CH3:38])=[CH:33][CH:32]=2)[C:9]2[N:14]=[CH:13][C:12]([C:15]3[C:16]4[CH2:29][CH2:28][NH:27][C:17]=4[N:18]=[C:19]([N:21]4[CH2:26][CH2:25][O:24][CH2:23][CH2:22]4)[N:20]=3)=[CH:11][N:10]=2)=[CH:5][CH:4]=1.Br[C:42]1[CH:47]=[CH:46][CH:45]=[CH:44][C:43]=1[CH3:48]>>[CH3:38][O:37][C:34]1[CH:33]=[CH:32][C:31]([CH2:30][N:8]([CH2:7][C:6]2[CH:5]=[CH:4][C:3]([O:2][CH3:1])=[CH:40][CH:39]=2)[C:9]2[N:10]=[CH:11][C:12]([C:15]3[C:16]4[CH2:29][CH2:28][N:27]([C:42]5[CH:47]=[CH:46][CH:45]=[CH:44][C:43]=5[CH3:48])[C:17]=4[N:18]=[C:19]([N:21]4[CH2:26][CH2:25][O:24][CH2:23][CH2:22]4)[N:20]=3)=[CH:13][N:14]=2)=[CH:36][CH:35]=1. Reported procedure: Using bis-(4-methoxy-benzyl)-[5-(2-morpholin-4-yl-6,7-dihydro-5H-pyrrolo[2,3-d]pyrimidin-4-yl)-pyrimidin-2-yl]-amine (50 mg) and 1-bromo-2-methyl-benzene (13 μl) instead of 4-chloropicolinic acid t-butylamide, in the same manner as in Example 1-D-07, a crude product of bis-(4-methoxy-benzyl)-[5-(2-morpholin-4-yl-7-o-tolyl-6,7-dihydro-5H-pyrrolo[2,3-d]pyrimidin-4-yl)-pyrimidin-2-yl]-amine was obtained, and then the PMB groups were removed according to the above Deprotection method 3, to obtain th... RXN SMILES: [BH4-:24].[C:1]([CH3:2])([CH3:3])([CH3:4])[c:5]1[cH:6][cH:7][c:8]([CH:9]=[O:10])[cH:11][cH:12]1.[CH3:13][O:14][c:15]1[cH:16][c:17]([CH2:21][CH2:22][NH2:23])[cH:18][cH:19][cH:20]1.[CH3:27][OH:28].[ClH:26].[Na+:25]>>[C:1]([CH3:2])([CH3:3])([CH3:4])[c:5]1[cH:6][cH:7][c:8]([CH2:9][NH:23][CH2:22][CH2:21][c:17]2[cH:16][c:15]([O:14][CH3:13])[cH:20][cH:19][cH:18]2)[cH:11][cH:12]1. Product: COc1cccc(CCNCc2ccc(C(C)(C)C)cc2)c1. Reactants: [BH4-], CC(C)(C)c1ccc(C=O)cc1, COc1cccc(CCN)c1, CO, Cl, [Na+]. Reactants: C(C)(C)(C)C=1C=C(C=C(C1O)C(C)(C)C)CCC(C)O (4-(3,5-di-t-butyl-4-hydroxyphenyl) butane-2-ol), C1(O)=CC=C(O)C=C1 (hydroquinone), C(C(=C)C)(=O)OC (methyl methacrylate). The reagents and catalysts are CC(C)[O-].CC(C)[O-].CC(C)[O-].CC(C)[O-].[Ti+4] (tetraisopropyl titanate). Reaction conditions: time 15 minute. The product is C(C(=C)C)(=O)OC(C)CCC1=CC(=C(C(=C1)C(C)(C)C)O)C(C)(C)C (4-(3,5-di-t-butyl-4-hydroxyphenyl)-2-butyl methacrylate). Isolated yield 95.0%. RXN SMILES: [C:1]([C:5]1[CH:6]=[C:7]([CH2:16][CH2:17][CH:18]([OH:20])[CH3:19])[CH:8]=[C:9]([C:12]([CH3:15])([CH3:14])[CH3:13])[C:10]=1[OH:11])([CH3:4])([CH3:3])[CH3:2].C1(C=CC(O)=CC=1)O.[C:29](OC)(=[O:33])[C:30]([CH3:32])=[CH2:31]>CC([O-])C.CC([O-])C.CC([O-])C.CC([O-])C.[Ti+4]>[C:29]([O:20][CH:18]([CH2:17][CH2:16][C:7]1[CH:6]=[C:5]([C:1]([CH3:4])([CH3:2])[CH3:3])[C:10]([OH:11])=[C:9]([C:12]([CH3:13])([CH3:15])[CH3:14])[CH:8]=1)[CH3:19])(=[O:33])[C:30]([CH3:32])=[CH2:31] |f:3.4.5.6.7|. Reported procedure: A one-liter flask was charged with a mixture of 69.5 grams (0.25 mole) of 4-(3,5-di-t-butyl-4-hydroxyphenyl) butane-2-ol, 350 milliliters of methyl methacrylate, 0.5 gram of hydroquinone and 5 grams of tetraisopropyl titanate as the catalyst. The mixture was heated to reflux and a methanolmethylmethacrylate azeotrope slowly distilled off over a 3.5 hour period. The reaction flask was cooled slightly and 25 milliliters of water was added dropwise to hydrolyze the catalyst. The reaction mixture wa... The reactants are BrC1=C2CC(C(C2=CC(=C1OC)F)=O)CCCC (4-bromo-2-butyl-6-fluoro-5-methoxy-1-indanone), C[Sn](C)(C)C (tetramethyltin), C1(=CC=CC=C1)P(C1=CC=CC=C1)C1=CC=CC=C1 (triphenylphosphine), [Cl-].[Li+] (lithium chloride). Product: C(CCC)C1C(C2=CC(=C(C(=C2C1)C)OC)F)=O (2-butyl-6-fluoro-5-methoxy-4-methyl-1-indanone). The yield is 24.5%. Reported procedure: A mixture of 4-bromo-2-butyl-6-fluoro-5-methoxy-1-indanone (1.86 g, 5.94 mmol), bis(triphenylphosphine)palladium(II) chloride (208 mg, 0.297 mmol), tetramethyltin (0.989 mL, 7.128 mmol), triphenylphosphine (156 mg, 0.594 mmol), lithium chloride (504 mg, 11.88 mmol), and anhydrous N,N-dimethyl-formamide (11.9 mL) was placed under a nitrogen atmosphere, stirred, and heated in an oil bath at 100° C. for 22 hours. After cooling to room temperature, the mixture was evaporated under vacuum. The residu... As a reaction SMILES: Br[C:2]1[C:10]([O:11][CH3:12])=[C:9]([F:13])[CH:8]=[C:7]2[C:3]=1[CH2:4][CH:5]([CH2:15][CH2:16][CH2:17][CH3:18])[C:6]2=[O:14].[CH3:19][Sn](C)(C)C.C1(P(C2C=CC=CC=2)C2C=CC=CC=2)C=CC=CC=1.[Cl-].[Li+]>Cl[Pd](Cl)([P](C1C=CC=CC=1)(C1C=CC=CC=1)C1C=CC=CC=1)[P](C1C=CC=CC=1)(C1C=CC=CC=1)C1C=CC=CC=1.CN(C)C=O>[CH2:15]([CH:5]1[CH2:4][C:3]2[C:7](=[CH:8][C:9]([F:13])=[C:10]([O:11][CH3:12])[C:2]=2[CH3:19])[C:6]1=[O:14])[CH2:16][CH2:17][CH3:18] |f:3.4,^1:47,66|. The reagents and catalysts are Cl[Pd]([P](C1=CC=CC=C1)(C2=CC=CC=C2)C3=CC=CC=C3)([P](C4=CC=CC=C4)(C5=CC=CC=C5)C6=CC=CC=C6)Cl (bis(triphenylphosphine)palladium(II) chloride). Reaction conditions: temperature 100 celsius. The solvent is CN(C=O)C (N,N-dimethyl-formamide). RXN SMILES: [Br:1]Br.[CH3:3][N:4]1[CH:9]=[CH:8][C:7]([CH3:10])=[N:6][C:5]1=[O:11]>>[CH3:3][N:4]1[CH:9]=[C:8]([Br:1])[C:7]([CH3:10])=[N:6][C:5]1=[O:11]. Yield: 40.0%. The product is CN1C(N=C(C(=C1)Br)C)=O (1,4-Dimethyl-5-bromopyrimid-2-one). Run at time 3 hour. The reactants are BrBr (Bromine), CN1C(N=C(C=C1)C)=O (1,4-dimethylpyrimid-2-one). Procedure details: Bromine (0.012 mol) was added to an aqueous solution (100 ml) of 1,4-dimethylpyrimid-2-one (0.008 mole) and the reaction mixture left at room temperature for 3 hr before freeze-drying. The residual material was triturated with acetone and recrystallised from water; yield 40%, m.p. 170° C. (decomp.). (Found: C, 25.5; H, 2.9. Calc. for C6H7BrN2O HBr: C, 24.4; H, 2.8).